From a dataset of the Open Reaction Database (ORD), a public repository of structured organic reaction records. describe an organic reaction: reactants, conditions, products, and yield Reactants: CCOC(=O)C1OC1C(=O)NC(CC(C)C)C(=O)N1CCN(c2ncccn2)CC1, [Na+], [OH-]. Yields the product CC(C)CC(NC(=O)C1OC1C(=O)[O-])C(=O)N1CCN(c2ncccn2)CC1, [Na+]. As a reaction SMILES: [CH3:1][CH:2]([CH2:3][CH:4]([C:5](=[O:6])[N:7]1[CH2:8][CH2:9][N:10]([c:13]2[n:14][cH:15][cH:16][cH:17][n:18]2)[CH2:11][CH2:12]1)[NH:19][C:20](=[O:21])[CH:22]1[CH:23]([C:25](=[O:26])[O:27][CH2:28][CH3:29])[O:24]1)[CH3:30].[Na+:32].[OH-:31]>>[CH3:1][CH:2]([CH2:3][CH:4]([C:5](=[O:6])[N:7]1[CH2:8][CH2:9][N:10]([c:13]2[n:14][cH:15][cH:16][cH:17][n:18]2)[CH2:11][CH2:12]1)[NH:19][C:20](=[O:21])[CH:22]1[CH:23]([C:25](=[O:26])[O-:27])[O:24]1)[CH3:30].[Na+:32]. The reactants are [Li+].CC(C)[N-]C(C)C (LDA), C(C)(=O)OC (methyl acetate), CC(C)(C)[S@@](=O)N=C(C)C1CCOCC1 ((R)-2-methyl-N-(1-(tetrahydro-2H-pyran-4-yl)ethylidene)propane-2-sulfinamide), C(C)(C)NC(C)C (N,N-diisopropylamine), C(CCC)[Li] (n-butyllithium). Reagents/catalysts: Cl[Ti](OC(C)C)(OC(C)C)OC(C)C (chlorotriisopropoxytitanium). Solvent: CCOC(=O)C (EtOAc), O (water), C1CCOC1 (THF), O (water), C1CCOC1 (THF), C1CCOC1 (THF), C1CCOC1 (THF). Reaction conditions: temperature 0 celsius, time 10 minute. The product is CC(C)([S@@](=O)N[C@](CC(=O)OC)(C)C1CCOCC1)C ((S)-methyl 3-((R)-1,1-dimethylethylsulfinamido)-3-(tetrahydro-2H-pyran-4-yl)butanoate). The yield is 70.9%. Reaction SMILES: C(NC(C)C)(C)C.C([Li])CCC.[Li+].CC([N-]C(C)C)C.[C:21]([O:24][CH3:25])(=[O:23])[CH3:22].[CH3:26][C:27]([S@:30]([N:32]=[C:33]([CH:35]1[CH2:40][CH2:39][O:38][CH2:37][CH2:36]1)[CH3:34])=[O:31])([CH3:29])[CH3:28]>C1COCC1.O.CCOC(C)=O.Cl[Ti](OC(C)C)(OC(C)C)OC(C)C>[CH3:29][C:27]([CH3:26])([S@:30]([NH:32][C@@:33]([CH:35]1[CH2:36][CH2:37][O:38][CH2:39][CH2:40]1)([CH3:34])[CH2:22][C:21]([O:24][CH3:25])=[O:23])=[O:31])[CH3:28] |f:2.3|. Reported procedure: To a 0° C. solution of N,N-diisopropylamine (12.7 mL, 90.8 mmol) in THF (120 mL) was added n-butyllithium (2.5 M in hexanes, 35.1 mL) over ˜5 min. The resulting solution was stirred at 0° C. for 10 min, then the cooling bath was removed and the mixture stirred for an additional 10 min before it was finally cooled to −78° C. To this solution of LDA was then added via cannula a −78° C. solution of methyl acetate (6.01 mL, 75.6 mmol) in THF (30 mL) over ˜5 min. This mixture was stirred at −78° C. f...